From a dataset of the Open Reaction Database (ORD), a public repository of structured organic reaction records. describe an organic reaction: reactants, conditions, products, and yield Yields the product NC=1N=CC(=NC1)C1=C(C=C(C=C1)C=1C(=CC=CC1)C(=O)O)F (4′-(5-Aminopyrazin-2-yl)-3′-fluorobiphenyl-2-carboxylic acid). Procedure details: The title compound was prepared using analogous conditions to those described in Example 1 utilizing 5-(2-fluoro-4-(4,4,5,5-tetramethyl-1,3,2-dioxaborolan-2-yl)phenyl)pyrazin-2-amine and 2-bromobenzoic acid. MS (ESI): mass calcd. for C17H12FN3O2, 309.09; m/z found, 310.1 [M+H]+. 1H NMR (400 MHz, DMSO-d6) δ 12.88 (s, 1H), 8.36 (s, 1H), 8.02 (s, 1H), 7.87 (m, 1H), 7.76 (d, J=7.5, 1H), 7.60 (m, 1H), 7.50 (d, J=7.2, 1H), 7.44 (d, J=8.2, 1H), 7.25 (d, J=5.1, 1H), 7.22 (s, 1H), 6.70 (s, 2H). RXN SMILES: [F:1][C:2]1[CH:7]=[C:6](B2OC(C)(C)C(C)(C)O2)[CH:5]=[CH:4][C:3]=1[C:17]1[N:18]=[CH:19][C:20]([NH2:23])=[N:21][CH:22]=1.Br[C:25]1[CH:33]=[CH:32][CH:31]=[CH:30][C:26]=1[C:27]([OH:29])=[O:28]>>[NH2:23][C:20]1[N:21]=[CH:22][C:17]([C:3]2[CH:4]=[CH:5][C:6]([C:25]3[C:26]([C:27]([OH:29])=[O:28])=[CH:30][CH:31]=[CH:32][CH:33]=3)=[CH:7][C:2]=2[F:1])=[N:18][CH:19]=1. The reactants are FC1=C(C=CC(=C1)B1OC(C(O1)(C)C)(C)C)C=1N=CC(=NC1)N (5-(2-fluoro-4-(4,4,5,5-tetramethyl-1,3,2-dioxaborolan-2-yl)phenyl)pyrazin-2-amine), BrC1=C(C(=O)O)C=CC=C1 (2-bromobenzoic acid). Starting materials: BrC1=CC=C(C=C1)C1(CC1)N(C(OC)=O)CCC(C1=CC=CC=C1)=O (methyl 1-(4-bromophenyl)cyclopropyl(3-oxo-3-phenylpropyl)carbamate), CC(C[Mg]Cl)=C (2-methylallylmagnesium chloride). Run in C1CCOC1 (THF), C1CCOC1 (THF). Reaction conditions: time 10 minute. The product is BrC1=CC=C(C=C1)C1(CC1)N(C(OC)=O)CCC(CC(=C)C)(C1=CC=CC=C1)O (methyl 1-(4-bromophenyl)cyclopropyl(3-hydroxy-5-methyl-3-phenylhex-5-enyl)carbamate). Yield: 41.0%. RXN SMILES: [Br:1][C:2]1[CH:7]=[CH:6][C:5]([C:8]2([N:11]([CH2:16][CH2:17][C:18](=[O:25])[C:19]3[CH:24]=[CH:23][CH:22]=[CH:21][CH:20]=3)[C:12](=[O:15])[O:13][CH3:14])[CH2:10][CH2:9]2)=[CH:4][CH:3]=1.[CH3:26][C:27](=[CH2:31])[CH2:28][Mg]Cl>C1COCC1>[Br:1][C:2]1[CH:3]=[CH:4][C:5]([C:8]2([N:11]([CH2:16][CH2:17][C:18]([OH:25])([C:19]3[CH:20]=[CH:21][CH:22]=[CH:23][CH:24]=3)[CH2:28][C:27]([CH3:31])=[CH2:26])[C:12](=[O:15])[O:13][CH3:14])[CH2:9][CH2:10]2)=[CH:6][CH:7]=1. Procedure details: A solution of methyl 1-(4-bromophenyl)cyclopropyl(3-oxo-3-phenylpropyl)carbamate (127 mg, 0.316 mmol) in dry THF (10 mL) was cooled to −78° C. A solution of 0.5M 2-methylallylmagnesium chloride in THF (1.9 mL, 3 equiv) was added. After 10min, the reaction mixture was warmed to rt slowly and stirred for 1 h. LC-MS found the reaction was complete. The mixture was quenched with satd aq NH4Cl (3 mL), diluted with ether (40 mL), washed with 1% aq HCl (8 mL), satd aq NaHCO3 (7 mL), and brine (5 mL), a...